This data is from the Open Reaction Database (ORD), a public repository of structured organic reaction records. The task is: describe an organic reaction: reactants, conditions, products, and yield Starting materials: CC1=C(C2=C(S1)C(C(C2)C(C)C)=O)C2=CC=CC=C2 (2-methyl-5-(isopropyl)-3-phenyl-4,5-dihydrocyclopenta[2,1-b]thiophen-6-one), [H-].[H-].[H-].[H-].[Li+].[Al+3] (LiAlH4), O (water). Solvent: CCOCC (ether), CCOCC (ether). Run at temperature 80 celsius, time 12 hour. The product is C(C)(C)C1=CC2=C(SC(=C2C2=CC=CC=C2)C)C1 (5-Isopropyl-2-methyl-3-phenyl-6H-cyclopenta[b]thiophene). Isolated yield 104.6%. As a reaction SMILES: [CH3:1][C:2]1[S:6][C:5]2[C:7](=O)[CH:8]([CH:10]([CH3:12])[CH3:11])[CH2:9][C:4]=2[C:3]=1[C:14]1[CH:19]=[CH:18][CH:17]=[CH:16][CH:15]=1.[H-].[H-].[H-].[H-].[Li+].[Al+3].O>CCOCC>[CH:10]([C:8]1[CH2:7][C:5]2[S:6][C:2]([CH3:1])=[C:3]([C:14]3[CH:15]=[CH:16][CH:17]=[CH:18][CH:19]=3)[C:4]=2[CH:9]=1)([CH3:12])[CH3:11] |f:1.2.3.4.5.6|. Procedure details: A solution of 2-methyl-5-(isopropyl)-3-phenyl-4,5-dihydrocyclopenta[2,1-b]thiophen-6-one (18.5 g, 0.068 mol) in 80 mL of ether was treated with 40 mL of an ether solution of LiAlH4 (1 M, 0.04 mol). After sting for 12 h, water (˜20 mL) was added cautiously and the mixture was filtered through celite. The filter pad was washed with dichloromethane (3×100 mL) and the combined organic fractions were dried (MgSO4). Solvents were evaporated and the residue was dissolved in 150 mL of toluene. p-TSA (1....